From a dataset of the Open Reaction Database (ORD), a public repository of structured organic reaction records. describe an organic reaction: reactants, conditions, products, and yield Starting materials: [H-].[Na+] (NaH), CN1C(N(C(C2=C1C(=CN2)C)=O)C)=O (1,3,7-Trimethyl-1H-pyrrolo[3,2-d]pyrimidine-2,4(3H,5H)-dione), BrCC(=O)NC=1SC=C(N1)C1=CC(=C(C(=C1)F)OCC(F)(F)F)Cl (2-bromo-N-{4-[3-chloro-5-fluoro-4-(2,2,2-trifluoroethoxy)phenyl]-1,3-thiazol-2-yl}acetamide). The solvent is CN(C)C=O (DMF). Yields the product ClC=1C=C(C=C(C1OCC(F)(F)F)F)C=1N=C(SC1)NC(CN1C=CC=2N(C(N(C(C21)=O)C)=O)C)=O (N-{4-[3-Chloro-5-fluoro-4-(2,2,2-trifluoroethoxy)phenyl]-1,3-thiazol-2-yl}-2-(1,3-dimethyl-2,4-dioxo-1,2,3,4-tetrahydro-5H-pyrrolo[3,2-d]pyrimidin-5-yl)acetamide), product. Reaction SMILES: [CH3:1][N:2]1[C:7]2[C:8](C)=[CH:9][NH:10][C:6]=2[C:5](=[O:12])[N:4]([CH3:13])[C:3]1=[O:14].Br[CH2:16][C:17]([NH:19][C:20]1[S:21][CH:22]=[C:23]([C:25]2[CH:30]=[C:29]([F:31])[C:28]([O:32][CH2:33][C:34]([F:37])([F:36])[F:35])=[C:27]([Cl:38])[CH:26]=2)[N:24]=1)=[O:18].[H-].[Na+]>CN(C=O)C>[Cl:38][C:27]1[CH:26]=[C:25]([C:23]2[N:24]=[C:20]([NH:19][C:17](=[O:18])[CH2:16][N:10]3[C:6]4[C:5](=[O:12])[N:4]([CH3:13])[C:3](=[O:14])[N:2]([CH3:1])[C:7]=4[CH:8]=[CH:9]3)[S:21][CH:22]=2)[CH:30]=[C:29]([F:31])[C:28]=1[O:32][CH2:33][C:34]([F:35])([F:36])[F:37] |f:2.3|. Procedure: The title compound was prepared according to the general procedure (Method A) by coupling Intermediate 1 (33 mg, 0.184 mmol) with 2-bromo-N-{4-[3-chloro-5-fluoro-4-(2,2,2-trifluoroethoxy)phenyl]-1,3-thiazol-2-yl}acetamide (70 mg, 0.156 mmol) in the presence of NaH (11 mg, 0.458 mmol) in dry DMF (5.0 mL) to give 11 mg of the product as an off-white solid; 1H NMR (δ ppm, DMSO-d6, 300 MHz) 3.17 (s, 3H), 3.39 (s, 3H), 4.84 (q, J=8.7 Hz, 2H), 5.32 (s, 2H), 6.23 (s, 1H), 7.35 (s, 1H), 7.82-7.91 (m, 3H...